From a dataset of the Open Reaction Database (ORD), a public repository of structured organic reaction records. describe an organic reaction: reactants, conditions, products, and yield Starting materials: COC(C[C@@H]1C[C@@H](C1)O)=O (cis-(3-hydroxy-cyclobutyl)-acetic acid methyl ester), C1(=CC=CC=C1)P(C1=CC=CC=C1)C1=CC=CC=C1 (triphenylphosphine), [N+](=O)([O-])C1=CC=C(C(=O)O)C=C1 (4-nitrobenzoic acid), C1(=CC=CC=C1)C (toluene). The solvent is C1CCOC1 (THF), N(=NC(=O)OCC)C(=O)OCC (diethyl azodicarboxylate). Run at time 15 hour. Yields the product COC(=O)C[C@@H]1C[C@H](C1)OC(C1=CC=C(C=C1)[N+](=O)[O-])=O (trans-4-nitro-benzoic acid 3-methoxycarbonylmethyl-cyclobutyl ester). Isolated yield 48.0%. RXN SMILES: [CH3:1][O:2][C:3](=[O:10])[CH2:4][C@H:5]1[CH2:8][C@@H:7]([OH:9])[CH2:6]1.C1(P(C2C=CC=CC=2)C2C=CC=CC=2)C=CC=CC=1.[N+:30]([C:33]1[CH:41]=[CH:40][C:36]([C:37](O)=[O:38])=[CH:35][CH:34]=1)([O-:32])=[O:31].C1(C)C=CC=CC=1>C1COCC1.N(C(OCC)=O)=NC(OCC)=O>[CH3:1][O:2][C:3]([CH2:4][C@H:5]1[CH2:8][C@H:7]([O:9][C:37](=[O:38])[C:36]2[CH:35]=[CH:34][C:33]([N+:30]([O-:32])=[O:31])=[CH:41][CH:40]=2)[CH2:6]1)=[O:10]. Procedure: To a solution of cis-(3-hydroxy-cyclobutyl)-acetic acid methyl ester (570 mg, 3.96 mmol), triphenylphosphine (2.08 g, 7.92 mmol), and 4-nitrobenzoic acid (1.32 g, 7.92 mmol) in dry THF (50 mL), 40% diethyl azodicarboxylate in toluene (1.42 mL, 7.92 mmol) is added at room temperature. The mixture is stirred at room temperature for 15 hours. The solvent is removed under reduced pressure, and the obtained residue is purified by silica gel column chromatography to give trans-4-nitro-benzoic acid 3-m... Reactants: CCOC(C)=O, CCOC(=O)Cl, Nc1cccc(S)c1. Yields the product CCOC(=O)Nc1cccc(S)c1. Reaction SMILES: [CH3:15][CH2:16][O:17][C:18](=[O:19])[CH3:20].[Cl:1][C:2](=[O:3])[O:4][CH2:5][CH3:6].[NH2:7][c:8]1[cH:9][c:10]([SH:14])[cH:11][cH:12][cH:13]1>>[C:2](=[O:3])([O:4][CH2:5][CH3:6])[NH:7][c:8]1[cH:9][c:10]([SH:14])[cH:11][cH:12][cH:13]1. The reactants are BrCC1COC2=C(O1)C=CC=C2 (2-bromomethyl-2,3-dihydrobenzo[1,4]dioxine), N1CC(CCC1)O (piperidin-3-ol), C(=O)([O-])[O-].[K+].[K+] (K2CO3). Run in CN(C)C=O (DMF). Reaction conditions: temperature 153 celsius. Yields the product O1C(COC2=C1C=CC=C2)CN2CC(CCC2)O (1-(2,3-Dihydrobenzo[1,4]dioxin-2-ylmethyl)piperidin-3-ol). Reaction SMILES: Br[CH2:2][CH:3]1[O:8][C:7]2[CH:9]=[CH:10][CH:11]=[CH:12][C:6]=2[O:5][CH2:4]1.[NH:13]1[CH2:18][CH2:17][CH2:16][CH:15]([OH:19])[CH2:14]1.C([O-])([O-])=O.[K+].[K+]>CN(C=O)C>[O:8]1[C:7]2[CH:9]=[CH:10][CH:11]=[CH:12][C:6]=2[O:5][CH2:4][CH:3]1[CH2:2][N:13]1[CH2:18][CH2:17][CH2:16][CH:15]([OH:19])[CH2:14]1 |f:2.3.4|. Procedure details: A mixture of 2-bromomethyl-2,3-dihydrobenzo[1,4]dioxine (2.26 g, 9.88 mmol), piperidin-3-ol (1.0 g, 9.88 mmol) and K2CO3 (6.8 g, 49.43 mmol) in DMF (30 ml) was heated under microwaves at 153° C. for 120 min to give the crude title compound after the usual work-up. The product was purified by column chromatography (DCM/MeOH, 98:2). The reactants are BrC=1C(=C(C(=C(C1OC)C)C)NC(OC(C)(C)C)=O)C (tert-butyl 3-bromo-4-methoxy-2,5,6-trimethylphenylcarbamate), Br (hydrobromic acid), CC(C(=O)C1=CC=C(C=C1)C)C (2-Methyl-1-(4-methylphenyl)propane-1-one), C1CCOC1 (THF), Example 129, C(CCC)[Li] (n-butyllithium), [OH-].[Na+] (sodium hydroxide). Solvent: O (Water). Reaction conditions: time 20 minute. The product is CC1(OC2=C(C1C1=CC=C(C=C1)C)C(=C(C(=C2C)C)N)C)C (2,2,4,6,7-Pentamethyl-3-(4-methylphenyl)-2,3-dihydro-1-benzofuran-5-amine). Isolated yield 62.0%. As a reaction SMILES: Br[C:2]1[C:3]([CH3:20])=[C:4]([NH:12]C(=O)OC(C)(C)C)[C:5]([CH3:11])=[C:6]([CH3:10])[C:7]=1[O:8]C.[CH2:21]([Li])[CH2:22][CH2:23][CH3:24].C[CH:27](C)[C:28]([C:30]1[CH:35]=CC(C)=[CH:32][CH:31]=1)=O.Br.[OH-].[Na+].[CH2:41]1COCC1>O>[CH3:24][C:23]1([CH3:41])[CH:22]([C:21]2[CH:32]=[CH:31][C:30]([CH3:35])=[CH:28][CH:27]=2)[C:2]2[C:3]([CH3:20])=[C:4]([NH2:12])[C:5]([CH3:11])=[C:6]([CH3:10])[C:7]=2[O:8]1 |f:4.5|. Reported procedure: To a solution of tert-butyl 3-bromo-4-methoxy-2,5,6-trimethylphenylcarbamate synthesized in Reference Example 129 (27.8 g, 80.8 mmol) in THF (150 mL) was added n-butyllithium (1.6 M, 110 mL, 176 mmol) hexane solution at −78° C. and the mixture was stirred at the same temperature for 20 minutes. 2-Methyl-1-(4-methylphenyl)propane-1-one (13.1 g, 80.7 mmol) was added to the reaction solution, and the mixture was stirred at room temperature for 1 hour. Water (150 mL) was poured into the reaction mix...